Task: describe an organic reaction: reactants, conditions, products, and yield. Dataset: the Open Reaction Database (ORD), a public repository of structured organic reaction records The reactants are CC1=C(C(=O)Cl)C=CC=C1 (2-methylbenzoyl chloride), COP1OC2=C(C3=C1C=CC=C3)C=CC=C2 (6-methoxy-(6H)-dibenz[c,e][1,2]-oxaphosphorin). Run in CC(=O)C (acetone). Conditions: temperature 115 celsius. The product is CC1=C(C(=O)P2(OC3=C(C4=C2C=CC=C4)C=CC=C3)=O)C=CC=C1 (6-(2-Methylbenzoyl)-(6H)-dibenz[c,e][1,2]oxaphosphorin 6-oxide). RXN SMILES: [CH3:1][C:2]1[CH:10]=[CH:9][CH:8]=[CH:7][C:3]=1[C:4](Cl)=[O:5].C[O:12][P:13]1[C:18]2[CH:19]=[CH:20][CH:21]=[CH:22][C:17]=2[C:16]2[CH:23]=[CH:24][CH:25]=[CH:26][C:15]=2[O:14]1>CC(C)=O>[CH3:1][C:2]1[CH:10]=[CH:9][CH:8]=[CH:7][C:3]=1[C:4]([P:13]1(=[O:12])[C:18]2[CH:19]=[CH:20][CH:21]=[CH:22][C:17]=2[C:16]2[CH:23]=[CH:24][CH:25]=[CH:26][C:15]=2[O:14]1)=[O:5]. Procedure details: 61.8 g (0.4 mol) of 2-methylbenzoyl chloride were warmed to 80° C. under a nitrogen atmosphere. 92 g (0.4 mol) of 6-methoxy-(6H)-dibenz[c,e][1,2]-oxaphosphorin were added dropwise over the course of two to three hours while stirring. The temperature was then increased in steps to 115° C. When the reaction was complete, 50 ml of acetone were added at room temperature. After crystallization, 103 g (77% of theory) of the above-mentioned compound of melting point 102° to 104° C. were obtained. Reactants: CC(=O)O[BH-](OC(C)=O)OC(C)=O, CC(=O)O, Cc1ccc(C=O)cc1, CN(C)C=O, O=c1[nH]ccc2cc(OC3CCNCC3)ccc12, [Na+]. Product: Cc1ccc(CN2CCC(Oc3ccc4c(=O)[nH]ccc4c3)CC2)cc1. RXN SMILES: [C:1]([O:2][BH-:3]([O:4][C:5](=[O:6])[CH3:7])[O:8][C:9](=[O:10])[CH3:11])(=[O:12])[CH3:13].[CH3:33][C:34](=[O:35])[OH:36].[CH3:37][c:38]1[cH:39][cH:40][c:41]([CH:42]=[O:43])[cH:44][cH:45]1.[CH3:46][N:47]([CH3:48])[CH:49]=[O:50].[NH:15]1[CH2:16][CH2:17][CH:18]([O:21][c:22]2[cH:23][c:24]3[cH:25][cH:26][nH:27][c:28](=[O:32])[c:29]3[cH:30][cH:31]2)[CH2:19][CH2:20]1.[Na+:14]>>[N:15]1([CH2:42][c:41]2[cH:40][cH:39][c:38]([CH3:37])[cH:45][cH:44]2)[CH2:16][CH2:17][CH:18]([O:21][c:22]2[cH:23][c:24]3[cH:25][cH:26][nH:27][c:28](=[O:32])[c:29]3[cH:30][cH:31]2)[CH2:19][CH2:20]1. Reactants: O=C([O-])[O-], CI, O=C1Nc2cc(CN3CCN(c4ccc(Cl)cc4)CC3)cnc2N2CCNCC12, [K+], [K+], CN(C)C=O. Product: CN1CCN2c3ncc(CN4CCN(c5ccc(Cl)cc5)CC4)cc3NC(=O)C2C1. RXN SMILES: [C:30](=[O:31])([O-:32])[O-:33].[CH3:36][I:37].[Cl:1][c:2]1[cH:3][cH:4][c:5]([N:8]2[CH2:9][CH2:10][N:11]([CH2:14][c:15]3[cH:16][n:17][c:18]4[c:27]([cH:28]3)[NH:26][C:25](=[O:29])[CH:24]3[N:19]4[CH2:20][CH2:21][NH:22][CH2:23]3)[CH2:12][CH2:13]2)[cH:6][cH:7]1.[K+:34].[K+:35].[O:38]=[CH:39][N:40]([CH3:41])[CH3:42]>>[Cl:1][c:2]1[cH:3][cH:4][c:5]([N:8]2[CH2:9][CH2:10][N:11]([CH2:14][c:15]3[cH:16][n:17][c:18]4[c:27]([cH:28]3)[NH:26][C:25](=[O:29])[CH:24]3[N:19]4[CH2:20][CH2:21][N:22]([CH3:30])[CH2:23]3)[CH2:12][CH2:13]2)[cH:6][cH:7]1.